Task: describe an organic reaction: reactants, conditions, products, and yield. Dataset: the Open Reaction Database (ORD), a public repository of structured organic reaction records Reactants: Cl.ClC1=CC=C(CN(N)C2=CC=CC=C2)C=C1 (1-(4-chlorobenzyl)-1-(phenyl)hydrazine hydrochloride), CCOC(=O)CC1CCCCC1=O (ethyl 2-cyclohexanone acetate). Procedure: Following the procedure of Example 1, but using 1-(4-chlorobenzyl)-1-(phenyl)hydrazine hydrochloride and ethyl 2-cyclohexanone acetate as starting materials, the title compound was prepared. As a reaction SMILES: Cl.[Cl:2][C:3]1[CH:17]=[CH:16][C:6]([CH2:7][N:8]([C:10]2[CH:15]=[CH:14][CH:13]=[CH:12][CH:11]=2)N)=[CH:5][CH:4]=1.CC[O:20][C:21]([CH2:23][CH:24]1[C:29](=O)[CH2:28][CH2:27][CH2:26][CH2:25]1)=[O:22]>>[Cl:2][C:3]1[CH:17]=[CH:16][C:6]([CH2:7][N:8]2[C:25]3[CH:24]([CH2:23][C:21]([OH:22])=[O:20])[CH2:29][CH2:28][CH2:27][C:26]=3[C:15]3[C:10]2=[CH:11][CH:12]=[CH:13][CH:14]=3)=[CH:5][CH:4]=1 |f:0.1|. The product is ClC1=CC=C(CN2C3=CC=CC=C3C=3CCCC(C23)CC(=O)O)C=C1 (9-p-chlorobenzyl-1,2,3,4-tetrahydrocarbazol-1-yl-acetic acid).